The task is: describe an organic reaction: reactants, conditions, products, and yield. This data is from the Open Reaction Database (ORD), a public repository of structured organic reaction records. As a reaction SMILES: [C:1]([CH3:2])([CH3:3])([CH3:4])[O:5][C:6](=[O:7])[N:8]1[CH2:9][CH2:10][C:11]([OH:14])([c:15]2[n:16]([CH3:41])[c:17]3[n:18][c:19](-[n:30]4[c:31]([CH2:39][CH3:40])[n:32][c:33]5[c:34]4[cH:35][cH:36][cH:37][cH:38]5)[n:20][c:21]([N:24]4[CH2:25][CH2:26][O:27][CH2:28][CH2:29]4)[c:22]3[n:23]2)[CH2:12][CH2:13]1.[CH2:46]1[O:47][CH2:48][CH2:49][O:50][CH2:51][CH2:52][O:53][CH2:54][CH2:55][O:56][CH2:57][CH2:58][O:59][CH2:60]1.[CH2:61]1[O:62][CH2:63][CH2:64][CH2:65]1.[H-:43].[I:44][CH3:45].[Na+:42]>>[C:1]([CH3:2])([CH3:3])([CH3:4])[O:5][C:6](=[O:7])[N:8]1[CH2:9][CH2:10][C:11]([O:14][CH3:46])([c:15]2[n:16]([CH3:41])[c:17]3[n:18][c:19](-[n:30]4[c:31]([CH2:39][CH3:40])[n:32][c:33]5[c:34]4[cH:35][cH:36][cH:37][cH:38]5)[n:20][c:21]([N:24]4[CH2:25][CH2:26][O:27][CH2:28][CH2:29]4)[c:22]3[n:23]2)[CH2:12][CH2:13]1. The product is CCc1nc2ccccc2n1-c1nc(N2CCOCC2)c2nc(C3(OC)CCN(C(=O)OC(C)(C)C)CC3)n(C)c2n1. The reactants are CCc1nc2ccccc2n1-c1nc(N2CCOCC2)c2nc(C3(O)CCN(C(=O)OC(C)(C)C)CC3)n(C)c2n1, C1COCCOCCOCCOCCO1, C1CCOC1, [H-], CI, [Na+]. Starting materials: C(#N)CCCCC1COC(OC1)(C)C (5-(4-cyanobutyl)-2,2-dimethyl-1,3-dioxane), S(=O)(=O)(OC)OC (dimethyl sulfate), [OH-].[K+] (potassium hydroxide). Run in CN(C)C=O (DMF), C(C)O (ethanol), O (water), O (water), C(C)O (ethanol). Product: CC1(OCC(CO1)CCCCC(=O)OC)C (5-(2,2-dimethyl-1,3-dioxan-5-yl)pentanoic acid, methyl ester). Yield: 52.0%. RXN SMILES: [C:1]([CH2:3][CH2:4][CH2:5][CH2:6][CH:7]1[CH2:12][O:11][C:10]([CH3:14])([CH3:13])[O:9][CH2:8]1)#N.[OH-:15].[K+].S(OC)([O:20][CH3:21])(=O)=O>CN(C=O)C.C(O)C.O>[CH3:13][C:10]1([CH3:14])[O:11][CH2:12][CH:7]([CH2:6][CH2:5][CH2:4][CH2:3][C:1]([O:20][CH3:21])=[O:15])[CH2:8][O:9]1 |f:1.2|. Procedure: The crude nitrile 23 obtained above (79 g, 0.401 mol) is heated under reflux for 24 h with potassium hydroxide (31 g, 0.47 mol), 250 mL ethanol and 100 mL water. 300 mL water is added and most of the ethanol is distilled off. 200 mL n-propanol is added and the mixture is heated under reflux for 2 d. After cooling, 300 mL water is added and the mixture is extracted with 2×250 mL toluene. The toluene layers are washed with 250 mL water. The aqueous layers are evaporated, the last traces of water a... The reactants are CC1=C(C=CC(=C1)C)N(S(=O)(=O)C1=CC(=CC=C1)CO)CC(C)C (N-(2,4-dimethylphenyl)-3-(hydroxymethyl)-N-isobutylbenzenesulfonamide), [H-].[Na+] (Sodium hydride), BrCC1=CC=NC=C1 (4-(bromomethyl)pyridine). The solvent is CN(C=O)C (N,N-Dimethylformamide). Conditions: temperature 60 celsius, time 30 minute. Product: CC1=C(C=CC(=C1)C)N(S(=O)(=O)C1=CC(=CC=C1)COCC1=CC=NC=C1)CC(C)C (N-(2,4-dimethylphenyl)-N-isobutyl-3-((pyridin-4-ylmethoxy)methyl)benzenesulfonamide). Reaction SMILES: [CH3:1][C:2]1[CH:7]=[C:6]([CH3:8])[CH:5]=[CH:4][C:3]=1[N:9]([CH2:21][CH:22]([CH3:24])[CH3:23])[S:10]([C:13]1[CH:18]=[CH:17][CH:16]=[C:15]([CH2:19][OH:20])[CH:14]=1)(=[O:12])=[O:11].[H-].[Na+].Br[CH2:28][C:29]1[CH:34]=[CH:33][N:32]=[CH:31][CH:30]=1>CN(C)C=O>[CH3:1][C:2]1[CH:7]=[C:6]([CH3:8])[CH:5]=[CH:4][C:3]=1[N:9]([CH2:21][CH:22]([CH3:24])[CH3:23])[S:10]([C:13]1[CH:18]=[CH:17][CH:16]=[C:15]([CH2:19][O:20][CH2:28][C:29]2[CH:34]=[CH:33][N:32]=[CH:31][CH:30]=2)[CH:14]=1)(=[O:11])=[O:12] |f:1.2|. Reported procedure: N-(2,4-dimethylphenyl)-3-(hydroxymethyl)-N-isobutylbenzenesulfonamide (50 mg, 0.144 mmol) and Sodium hydride (60% in Mineral Oil) (6.33 mg, 0.158 mmol) were dissolved in N,N-Dimethylformamide (DMF) (3 mL). To this solution was added 4-(bromomethyl)pyridine (24.75 mg, 0.144 mmol), and the reaction heated to 60° C. and left to stir for 30 min. The reaction solution concentrated on the Biotage V10 and then extracted the crude product to the organic phase of an aqueous work up between ethyl acetate ... The reactants are CN1C(CCC1)=O (1-methyl-2-pyrrolidinone), C1(=CC=CC=C1)[As](C1=CC=CC=C1)C1=CC=CC=C1 (triphenylarsine), C[Sn](C1=CC=C(C=C1)C1=NOC(C1)CNC(C)=O)(C)C (N-[[4,5-dihydro-3-[4-(trimethylstannyl)phenyl]-5-isoxazolyl]methyl]acetamide), CC(C)(C)OC(=O)N1CCC(=CC1)OS(=O)(=O)C(F)(F)F (3,6-dihydro-4-[[(trifluoromethyl)sulfonyl]oxy]-1(2H)-pyridinecarboxylic acid 1,1-dimethylethyl ester). Reagents/catalysts: C=1C=CC(=CC1)/C=C/C(=O)/C=C/C2=CC=CC=C2.C=1C=CC(=CC1)/C=C/C(=O)/C=C/C2=CC=CC=C2.C=1C=CC(=CC1)/C=C/C(=O)/C=C/C2=CC=CC=C2.[Pd].[Pd] (tris(dibenzylideneacetone)dipalladium). The solvent is C(C)(=O)OCC (ethyl acetate), O (water). Run at time 12 hour. Product: C(C)(=O)NCC1CC(=NO1)C1=CC=C(C=C1)C=1CCN(CC1)C(=O)OC(C)(C)C (tert-Butyl 4-[4-[5-[(acetylamino)methyl]-4,5-dihydro-3-isoxazolyl]phenyl]-3,6-dihydro-1(2H)-pyridinecarboxylate). RXN SMILES: CN1CCCC1=O.C1([As](C2C=CC=CC=2)C2C=CC=CC=2)C=CC=CC=1.C[Sn](C)(C)[C:29]1[CH:34]=[CH:33][C:32]([C:35]2[CH2:39][CH:38]([CH2:40][NH:41][C:42](=[O:44])[CH3:43])[O:37][N:36]=2)=[CH:31][CH:30]=1.[CH3:47][C:48]([O:51][C:52]([N:54]1[CH2:59][CH:58]=[C:57](OS(C(F)(F)F)(=O)=O)[CH2:56][CH2:55]1)=[O:53])([CH3:50])[CH3:49]>C(OCC)(=O)C.O.C1C=CC(/C=C/C(/C=C/C2C=CC=CC=2)=O)=CC=1.C1C=CC(/C=C/C(/C=C/C2C=CC=CC=2)=O)=CC=1.C1C=CC(/C=C/C(/C=C/C2C=CC=CC=2)=O)=CC=1.[Pd].[Pd]>[C:42]([NH:41][CH2:40][CH:38]1[O:37][N:36]=[C:35]([C:32]2[CH:33]=[CH:34][C:29]([C:57]3[CH2:58][CH2:59][N:54]([C:52]([O:51][C:48]([CH3:50])([CH3:49])[CH3:47])=[O:53])[CH2:55][CH:56]=3)=[CH:30][CH:31]=2)[CH2:39]1)(=[O:44])[CH3:43] |f:6.7.8.9.10|. Procedure details: To a flame dried flask containing a pre-stirred slurry of 1-methyl-2-pyrrolidinone (15 mL), tris(dibenzylideneacetone)dipalladium (30 mg, 0.03 mmol), triphenylarsine (4 mg, 0.12 mmol) under an inert atmosphere is added N-[[4,5-dihydro-3-[4-(trimethylstannyl)phenyl]-5-isoxazolyl]methyl]acetamide (580 mg, 1.52 mmol) and 3,6-dihydro-4-[[(trifluoromethyl)sulfonyl]oxy]-1(2H)-pyridinecarboxylic acid 1,1-dimethylethyl ester (450 mg, 1.37 mmol) and stirred for 12 hours. The reaction is diluted with ethy... Starting materials: CC1(NN(C1=O)C1C2CC3(CC(CC1C3)C2)C(=O)OC)C (Methyl 4-(3,3-dimethyl-4-oxo-1,2-diazetidin-1-yl)adamantane-1-carboxylate), ClC1=C(CBr)C=CC=C1 (2-chlorobenzyl bromide). Product: ClC1=C(CN2N(C(C2(C)C)=O)C2C3CC4(CC(CC2C4)C3)C(=O)OC)C=CC=C1 (methyl 4-[2-(2-chlorobenzyl)-3,3-dimethyl-4-oxo-1,2-diazetidin-1-yl]adamantane-1-carboxylate). RXN SMILES: [CH3:1][C:2]1([CH3:21])[C:5](=[O:6])[N:4]([CH:7]2[CH:14]3[CH2:15][C:10]4([C:17]([O:19][CH3:20])=[O:18])[CH2:11][CH:12]([CH2:16][CH:8]2[CH2:9]4)[CH2:13]3)[NH:3]1.[Cl:22][C:23]1[CH:30]=[CH:29][CH:28]=[CH:27][C:24]=1[CH2:25]Br>>[Cl:22][C:23]1[CH:30]=[CH:29][CH:28]=[CH:27][C:24]=1[CH2:25][N:3]1[C:2]([CH3:21])([CH3:1])[C:5](=[O:6])[N:4]1[CH:7]1[CH:8]2[CH2:9][C:10]3([C:17]([O:19][CH3:20])=[O:18])[CH2:11][CH:12]([CH2:13][CH:14]1[CH2:15]3)[CH2:16]2. Procedure details: Methyl 4-(3,3-dimethyl-4-oxo-1,2-diazetidin-1-yl)adamantane-1-carboxylate prepared in Process 5 of Example 90, and 2-chlorobenzyl bromide were used for a similar reaction and treatment as Process 6 of Example 1, and methyl 4-[2-(2-chlorobenzyl)-3,3-dimethyl-4-oxo-1,2-diazetidin-1-yl]adamantane-1-carboxylate was obtained as a pale yellow oil. The reactants are BrCCF (1-Bromo-2-fluoro-ethane), ClC1=C(N2N=C3C(=C2N=C1C)CN(C3)C(=O)C3=C(C=CC=C3)OCCNC)C ((6-chloro-5,7-dimethyl-1H,3H-2,4,7a,8-tetraaza-cyclopenta[a]inden-2-yl)-[2-(2-methylamino-ethoxy)-phenyl]-methanone), BrCCF (1-bromo-2-fluoro-ethane), C(=O)(O)[O-].[Na+] (NaHCO3). Run in CN(C)C=O (DMF). Conditions: temperature 100 celsius, time 30 minute. The product is ClC1=C(N2N=C3C(=C2N=C1C)CN(C3)C(=O)C3=C(C=CC=C3)OCCN(C)CCF)C ((6-chloro-5,7-dimethyl-1H,3H-2,4,7a,8-tetraaza-cyclopenta[a]inden-2-yl)-(2-{2-[(2-fluoro-ethyl)-methyl-amino]-ethoxy}-phenyl)-methanone). The yield is 48.8%. Reaction SMILES: [Cl:1][C:2]1[C:10]([CH3:11])=[N:9][C:8]2[N:4]([N:5]=[C:6]3[CH2:14][N:13]([C:15]([C:17]4[CH:22]=[CH:21][CH:20]=[CH:19][C:18]=4[O:23][CH2:24][CH2:25][NH:26][CH3:27])=[O:16])[CH2:12][C:7]3=2)[C:3]=1[CH3:28].Br[CH2:30][CH2:31][F:32].C([O-])(O)=O.[Na+]>CN(C=O)C>[Cl:1][C:2]1[C:10]([CH3:11])=[N:9][C:8]2[N:4]([N:5]=[C:6]3[CH2:14][N:13]([C:15]([C:17]4[CH:22]=[CH:21][CH:20]=[CH:19][C:18]=4[O:23][CH2:24][CH2:25][N:26]([CH2:30][CH2:31][F:32])[CH3:27])=[O:16])[CH2:12][C:7]3=2)[C:3]=1[CH3:28] |f:2.3|. Reported procedure: A mixture of Example 144 (100 mg; 0.23 mmol; 1 eq.), 1-bromo-2-fluoro-ethane (47 mg; 0.37 mmol; 1.6 eq.) and NaHCO3 (193 mg; 2.29 mmol; 10 eq.) in DMF was stirred at 100° C. for 30 minutes. 1-Bromo-2-fluoro-ethane (47 mg; 0.37 mmol; 1.6 eq.) was added and the resulting mixture was stirred at 100° C. for 30 minutes then concentrated in vacuo. After dilution with EA, the solution was washed with sat. aq. NaHCO3 then brine, dried over magnesium sulfate and concentrated in vacuo. Purification by col... Reactants: C(=O)(OC(C)(C)C)N1CC(CC1)O (1-Boc-3-pyrrolidinol), FC1=CC=C(C=C1)O (4-Fluorophenol). Product: FC1=CC=C(OC2CN(CC2)C(=O)OC(C)(C)C)C=C1 (tert-butyl 3-(4-fluorophenoxy)pyrrolidine-1-carboxylate). Isolated yield 95.2%. As a reaction SMILES: [C:1]([N:8]1[CH2:12][CH2:11][CH:10]([OH:13])[CH2:9]1)([O:3][C:4]([CH3:7])([CH3:6])[CH3:5])=[O:2].[F:14][C:15]1[CH:20]=[CH:19][C:18](O)=[CH:17][CH:16]=1>>[F:14][C:15]1[CH:20]=[CH:19][C:18]([O:13][CH:10]2[CH2:11][CH2:12][N:8]([C:1]([O:3][C:4]([CH3:7])([CH3:6])[CH3:5])=[O:2])[CH2:9]2)=[CH:17][CH:16]=1. Procedure: The title compound (D36) (1.43 g) was prepared according to the experimental procedure described in Description 34 starting from 1-Boc-3-pyrrolidinol (1 g, 5.34 mmol) and 4-Fluorophenol (598 mg, 5.34 mmol). The reactants are BrC1=CC=C(C=C1)[N+](=O)[O-] (1-bromo-4-nitrobenzene), ClCS(=O)(=O)C1=CC=CC=C1 (chloromethyl-phenylsulfone), CC(C)(C)[O-].[K+] (KOtBu), C(C)(=O)O (acetic acid). The solvent is C1CCOC1 (THF), C1CCOC1 (THF), O (water), C(=O)(O)[O-].[Na+] (NaHCO3). Conditions: temperature 0 celsius. Yields the product C1(=CC=CC=C1)S(=O)(=O)CC1=C(C=CC(=C1)Br)[N+](=O)[O-] (5-bromo-2-nitrobenzyl phenyl sulfone). Yield: 72.4%. As a reaction SMILES: [Br:1][C:2]1[CH:7]=[CH:6][C:5]([N+:8]([O-:10])=[O:9])=[CH:4][CH:3]=1.Cl[CH2:12][S:13]([C:16]1[CH:21]=[CH:20][CH:19]=[CH:18][CH:17]=1)(=[O:15])=[O:14].CC([O-])(C)C.[K+].C(O)(=O)C>C1COCC1.O.C([O-])(O)=O.[Na+]>[C:16]1([S:13]([CH2:12][C:6]2[CH:7]=[C:2]([Br:1])[CH:3]=[CH:4][C:5]=2[N+:8]([O-:10])=[O:9])(=[O:15])=[O:14])[CH:21]=[CH:20][CH:19]=[CH:18][CH:17]=1 |f:2.3,7.8|. Reported procedure: To a stirred solution of 1-bromo-4-nitrobenzene (5.05 g, 25 mmol) and chloromethyl-phenylsulfone (4.76 g, 25 mmol) in dry THF (50 mL) at −65° C. under nitrogen is added 1.0M KOtBu in THF (55 mL, 55 mmol). The deep purple reaction is allowed to warm to 0° C. over 1.5 hours and then treated with glacial acetic acid (4 mL). The reaction is diluted with water (100 mL) and saturated aqueous NaHCO3 (100 mL), and then extracted with CH2Cl2 (2×200 mL). The extracts are dried (MgSO4) and concentrated in ... Reactants: ClCCCBr, Cl, Cl, [Na+], [OH-], O, N=C(N)SCc1cccnn1. The product is ClCCCSCc1cccnn1. As a reaction SMILES: [Br:16][CH2:17][CH2:18][CH2:19][Cl:20].[ClH:3].[ClH:4].[Na+:2].[OH-:1].[OH2:21].[n:5]1[n:6][c:7]([CH2:11][S:12][C:13](=[NH:14])[NH2:15])[cH:8][cH:9][cH:10]1>>[n:5]1[n:6][c:7]([CH2:11][S:12][CH2:13][CH2:18][CH2:19][Cl:20])[cH:8][cH:9][cH:10]1. The reactants are C(CCC)C1=NC2=C(N1CC1=CC=C(C=C1)C1=C(C=CC=C1)C(=O)O)C=CC=C2 (2-butyl-1-[(2'-carboxybiphenyl-4-yl)methyl]benzimidazole), sodium dihydro-bis(2-methoxyethoxy)aluminate. The solvent is C1=CC=CC=C1 (benzene). Conditions: time 1 hour. The product is C(CCC)C1=NC2=C(N1CC1=CC=C(C=C1)C1=C(C=CC=C1)CO)C=CC=C2 (2-Butyl-1-[[2'-hydroxymethylbiphenyl-4-yl]methyl]benzimidazole). Isolated yield 46.4%. Reaction SMILES: [CH2:1]([C:5]1[N:9]([CH2:10][C:11]2[CH:16]=[CH:15][C:14]([C:17]3[CH:22]=[CH:21][CH:20]=[CH:19][C:18]=3[C:23](O)=[O:24])=[CH:13][CH:12]=2)[C:8]2[CH:26]=[CH:27][CH:28]=[CH:29][C:7]=2[N:6]=1)[CH2:2][CH2:3][CH3:4]>C1C=CC=CC=1>[CH2:1]([C:5]1[N:9]([CH2:10][C:11]2[CH:16]=[CH:15][C:14]([C:17]3[CH:22]=[CH:21][CH:20]=[CH:19][C:18]=3[CH2:23][OH:24])=[CH:13][CH:12]=2)[C:8]2[CH:26]=[CH:27][CH:28]=[CH:29][C:7]=2[N:6]=1)[CH2:2][CH2:3][CH3:4]. Reported procedure: A stirred solution of 2-butyl-1-[(2'-carboxybiphenyl-4-yl)methyl]benzimidazole (1.50 g) in benzene (30 ml) was added dropwise to sodium dihydro-bis(2-methoxyethoxy)aluminate (70% toluene solution). The mixture was stirred for one hour at room temperature, and then heated for 10 minutes under reflux. The reaction mixture was cooled and poured into 2N--HCl, followed by extraction with dichloromethane. The extract was washed with water and dried (MgSO4), and the solvent was evaporated in vacuo. The...